Dataset: the Open Reaction Database (ORD), a public repository of structured organic reaction records. Task: describe an organic reaction: reactants, conditions, products, and yield Reactants: CC#N, COC(=O)C1CC2(CC(=O)N(c3cccc(Cl)c3)C2)CN1C(=O)C(NC(=O)CC1CCCCC1)C(C)(C)C, O. The product is CC(C)(C)C(NC(=O)CC1CCCCC1)C(=O)N1CC2(CC(=O)N(c3cccc(Cl)c3)C2)CC1C(=O)O. RXN SMILES: [C:40](#[N:41])[CH3:42].[Cl:1][c:2]1[cH:3][c:4]([N:8]2[CH2:9][C:10]3([CH2:11][CH:12]([C:32](=[O:33])[O:34][CH3:35])[N:13]([C:15]([CH:16]([C:17]([CH3:18])([CH3:19])[CH3:20])[NH:21][C:22]([CH2:23][CH:24]4[CH2:25][CH2:26][CH2:27][CH2:28][CH2:29]4)=[O:30])=[O:31])[CH2:14]3)[CH2:36][C:37]2=[O:38])[cH:5][cH:6][cH:7]1.[OH2:39]>>[Cl:1][c:2]1[cH:3][c:4]([N:8]2[CH2:9][C:10]3([CH2:11][CH:12]([C:32](=[O:33])[OH:34])[N:13]([C:15]([CH:16]([C:17]([CH3:18])([CH3:19])[CH3:20])[NH:21][C:22]([CH2:23][CH:24]4[CH2:25][CH2:26][CH2:27][CH2:28][CH2:29]4)=[O:30])=[O:31])[CH2:14]3)[CH2:36][C:37]2=[O:38])[cH:5][cH:6][cH:7]1. Starting materials: CCOC(C)=O, ClCCl, COC(=O)Cc1c2n(c3ncccc13)CC(NS(=O)(=O)c1ccc(F)cc1)C=C2. Yields the product COC(=O)Cc1c2n(c3ncccc13)CC(NS(=O)(=O)c1ccc(F)cc1)CC2. As a reaction SMILES: [CH3:33][CH2:34][O:35][C:36](=[O:37])[CH3:38].[Cl:30][CH2:31][Cl:32].[F:1][c:2]1[cH:3][cH:4][c:5]([S:8](=[O:9])(=[O:10])[NH:11][CH:12]2[CH2:13][n:14]3[c:15]4[c:16]([c:17]([CH2:21][C:22](=[O:23])[O:24][CH3:25])[c:18]3[CH:19]=[CH:20]2)[cH:26][cH:27][cH:28][n:29]4)[cH:6][cH:7]1>>[F:1][c:2]1[cH:3][cH:4][c:5]([S:8](=[O:9])(=[O:10])[NH:11][CH:12]2[CH2:13][n:14]3[c:15]4[c:16]([c:17]([CH2:21][C:22](=[O:23])[O:24][CH3:25])[c:18]3[CH2:19][CH2:20]2)[cH:26][cH:27][cH:28][n:29]4)[cH:6][cH:7]1.